Dataset: the Open Reaction Database (ORD), a public repository of structured organic reaction records. Task: describe an organic reaction: reactants, conditions, products, and yield Starting materials: N#Cc1ccccc1CBr, [H-], [I-], [Na+], [Na+], CN(C)C=O, O, CC(C)S(=O)(=O)NCC(C)(O)c1ccc(O)cc1. Yields the product CC(C)S(=O)(=O)NCC(C)(O)c1ccc(OCc2ccccc2C#N)cc1. RXN SMILES: [Br:21][CH2:22][c:23]1[c:24]([C:29]#[N:30])[cH:25][cH:26][cH:27][cH:28]1.[H-:20].[I-:31].[Na+:19].[Na+:32].[O:33]=[CH:34][N:35]([CH3:36])[CH3:37].[OH2:38].[OH:1][C:2]([CH2:3][NH:4][S:5](=[O:6])(=[O:7])[CH:8]([CH3:9])[CH3:10])([CH3:11])[c:12]1[cH:13][cH:14][c:15]([OH:18])[cH:16][cH:17]1>>[OH:1][C:2]([CH2:3][NH:4][S:5](=[O:6])(=[O:7])[CH:8]([CH3:9])[CH3:10])([CH3:11])[c:12]1[cH:13][cH:14][c:15]([O:18][CH2:22][c:23]2[c:24]([C:29]#[N:30])[cH:25][cH:26][cH:27][cH:28]2)[cH:16][cH:17]1. The reactants are CC(C)=O, O=C1OC(CCO)(c2ccccc2)CCN1c1cccc(-c2ccc(F)cc2F)c1, [K+], [K+], O=C([O-])[O-]. Product: O=C(O)CC1(c2ccccc2)CCN(c2cccc(-c3ccc(F)cc3F)c2)C(=O)O1. Reaction SMILES: [CH3:37][C:38](=[O:39])[CH3:40].[F:1][c:2]1[c:3](-[c:9]2[cH:10][c:11]([N:15]3[C:16](=[O:30])[O:17][C:18]([c:21]4[cH:22][cH:23][cH:24][cH:25][cH:26]4)([CH2:27][CH2:28][OH:29])[CH2:19][CH2:20]3)[cH:12][cH:13][cH:14]2)[cH:4][cH:5][c:6]([F:8])[cH:7]1.[K+:31].[K+:32].[O-:33][C:34]([O-:35])=[O:36]>>[F:1][c:2]1[c:3](-[c:9]2[cH:10][c:11]([N:15]3[C:16](=[O:30])[O:17][C:18]([c:21]4[cH:22][cH:23][cH:24][cH:25][cH:26]4)([CH2:27][C:28](=[O:29])[OH:33])[CH2:19][CH2:20]3)[cH:12][cH:13][cH:14]2)[cH:4][cH:5][c:6]([F:8])[cH:7]1. Starting materials: C1COCCN1, COc1cc(F)ccc1[N+](=O)[O-], [K+], [K+], O=C([O-])[O-], CN(C)C=O, O. Yields the product COc1cc(N2CCOCC2)ccc1[N+](=O)[O-]. RXN SMILES: [CH2:13]1[CH2:14][O:15][CH2:16][CH2:17][NH:18]1.[F:1][c:2]1[cH:3][c:4]([O:11][CH3:12])[c:5]([N+:8](=[O:9])[O-:10])[cH:6][cH:7]1.[K+:19].[K+:20].[O-:21][C:22]([O-:23])=[O:24].[O:26]=[CH:27][N:28]([CH3:29])[CH3:30].[OH2:25]>>[c:2]1([N:18]2[CH2:13][CH2:14][O:15][CH2:16][CH2:17]2)[cH:3][c:4]([O:11][CH3:12])[c:5]([N+:8](=[O:9])[O-:10])[cH:6][cH:7]1. The reactants are O=S(=O)(Cl)c1ccccc1I, O=[N+]([O-])c1ccc(O)cc1, c1ccncc1. Yields the product O=[N+]([O-])c1ccc(OS(=O)(=O)c2ccccc2I)cc1. As a reaction SMILES: [I:1][c:2]1[c:3]([S:8](=[O:9])(=[O:10])[Cl:11])[cH:4][cH:5][cH:6][cH:7]1.[OH:12][c:13]1[cH:14][cH:15][c:16]([N+:19]([O-:20])=[O:21])[cH:17][cH:18]1.[cH:22]1[cH:23][cH:24][n:25][cH:26][cH:27]1>>[I:1][c:2]1[c:3]([S:8](=[O:9])(=[O:10])[O:12][c:13]2[cH:14][cH:15][c:16]([N+:19]([O-:20])=[O:21])[cH:17][cH:18]2)[cH:4][cH:5][cH:6][cH:7]1. The reactants are CC1(C(C(C(CC1)(C)C)=O)=O)C (3,3,6,6-tetramethyl-1,2-cyclohexanedione), C1(C(CCCC1)N)N (1,2-cyclohexanediamine), O (water). Run in C(C)(=O)O (acetic acid). The product is CC1(CCC(C2=NC=3CCCCC3N=C12)(C)C)C (1,2,3,4,6,7,8,9-octahydro-1,1,4,4-tetramethylphenazine). RXN SMILES: [CH3:1][C:2]1([CH3:12])[CH2:7][CH2:6][C:5]([CH3:9])([CH3:8])[C:4](=O)[C:3]1=O.[CH:13]1([NH2:20])[CH2:18][CH2:17][CH2:16][CH2:15][CH:14]1[NH2:19].O>C(O)(=O)C>[CH3:1][C:2]1([CH3:12])[C:3]2[C:4](=[N:19][C:14]3[CH2:15][CH2:16][CH2:17][CH2:18][C:13]=3[N:20]=2)[C:5]([CH3:9])([CH3:8])[CH2:6][CH2:7]1. Procedure details: 20.0 g of 3,3,6,6-tetramethyl-1,2-cyclohexanedione and 20 ml of 1,2-cyclohexanediamine were dissolved in 20 ml of acetic acid. The obtained solution was heated under reflux for 6 hours, cooled by allowing to stand, and poured into water, followed by the extraction with ethyl acetate. The organic phase was washed with a saturated aqueous solution of sodium hydrogencarbonate and a saturated acueous solution of common salt, dried over anhydrous magnesium sulfate, and concentrated in a vacuum. The o... Starting materials: BrC(Br)(Br)Br, CCOC(=O)CCCOc1cccc(CCCCCCO)c1CCC(=O)OCC, ClCCl, c1ccc(P(c2ccccc2)c2ccccc2)cc1. Yields the product CCOC(=O)CCCOc1cccc(CCCCCCBr)c1CCC(=O)OCC. As a reaction SMILES: [C:30]([Br:31])([Br:32])([Br:33])[Br:34].[CH2:1]([CH3:2])[O:3][C:4]([CH2:5][CH2:6][CH2:7][O:8][c:9]1[c:10]([CH2:22][CH2:23][C:24](=[O:25])[O:26][CH2:27][CH3:28])[c:11]([CH2:15][CH2:16][CH2:17][CH2:18][CH2:19][CH2:20][OH:21])[cH:12][cH:13][cH:14]1)=[O:29].[Cl:54][CH2:55][Cl:56].[c:35]1([P:36]([c:37]2[cH:38][cH:39][cH:40][cH:41][cH:42]2)[c:43]2[cH:44][cH:45][cH:46][cH:47][cH:48]2)[cH:49][cH:50][cH:51][cH:52][cH:53]1>>[CH2:1]([CH3:2])[O:3][C:4]([CH2:5][CH2:6][CH2:7][O:8][c:9]1[c:10]([CH2:22][CH2:23][C:24](=[O:25])[O:26][CH2:27][CH3:28])[c:11]([CH2:15][CH2:16][CH2:17][CH2:18][CH2:19][CH2:20][Br:31])[cH:12][cH:13][cH:14]1)=[O:29].